This data is from the Open Reaction Database (ORD), a public repository of structured organic reaction records. The task is: describe an organic reaction: reactants, conditions, products, and yield Reactants: [Al+3], [Al+3], CCCCCC1CCC(CCCC(=O)c2ccc(C3CCC(CCCCC)CC3)cc2)CC1, CCOCC, [Cl-], [Cl-], [Cl-], ClCCl, Cl, [H-], [H-], [H-], [H-], [Li+], O. The product is CCCCCC1CCC(CCCCc2ccc(C3CCC(CCCCC)CC3)cc2)CC1. Reaction SMILES: [Al+3:2].[Al+3:8].[CH2:11]([CH2:12][CH2:13][CH2:14][CH3:15])[CH:16]1[CH2:17][CH2:18][CH:19]([c:22]2[cH:23][cH:24][c:25]([C:28]([CH2:29][CH2:30][CH2:31][CH:32]3[CH2:33][CH2:34][CH:35]([CH2:38][CH2:39][CH2:40][CH2:41][CH3:42])[CH2:36][CH2:37]3)=[O:43])[cH:26][cH:27]2)[CH2:20][CH2:21]1.[CH3:49][CH2:50][O:51][CH2:52][CH3:53].[Cl-:10].[Cl-:7].[Cl-:9].[Cl:46][CH2:47][Cl:48].[ClH:44].[H-:1].[H-:4].[H-:5].[H-:6].[Li+:3].[OH2:45]>>[CH2:11]([CH2:12][CH2:13][CH2:14][CH3:15])[CH:16]1[CH2:17][CH2:18][CH:19]([c:22]2[cH:23][cH:24][c:25]([CH2:28][CH2:29][CH2:30][CH2:31][CH:32]3[CH2:33][CH2:34][CH:35]([CH2:38][CH2:39][CH2:40][CH2:41][CH3:42])[CH2:36][CH2:37]3)[cH:26][cH:27]2)[CH2:20][CH2:21]1. The product is ClC1=C(C=CC=C1)C=1C(=NC(=NC1)SC)NC ([5-(2-chloro-phenyl)-2-methylsulfanyl-pyrimidin-4-yl]-methyl-amine). Isolated yield 98.4%. Solvent: CO.Cl (MeOH HCl). RXN SMILES: C(O[C:6](=O)[N:7]([C:9]1[C:14]([C:15]2[CH:20]=[CH:19][CH:18]=[CH:17][C:16]=2[Cl:21])=[CH:13][N:12]=[C:11]([S:22][CH3:23])[N:10]=1)C)(C)(C)C>CO.Cl>[Cl:21][C:16]1[CH:17]=[CH:18][CH:19]=[CH:20][C:15]=1[C:14]1[C:9]([NH:7][CH3:6])=[N:10][C:11]([S:22][CH3:23])=[N:12][CH:13]=1 |f:1.2|. The reactants are C(C)(C)(C)OC(N(C)C1=NC(=NC=C1C1=C(C=CC=C1)Cl)SC)=O ([5-(2-chloro-phenyl)-2-methylsulfanyl-pyrimidin-4-yl]-methyl-carbamic acid tert-butyl ester). Reported procedure: A solution of 2.40 g (6.5 mmol) [5-(2-chloro-phenyl)-2-methylsulfanyl-pyrimidin-4-yl]-methyl-carbamic acid tert-butyl ester in 30 ml MeOH/HCl (2N) was stirred at 55° for 3 hrs. After evaporation of the solvent, the residue was distributed between 40 ml 1N NaOH and 40 ml CH2Cl2. The phases were separated, the aqueous layer washed twice with 50 ml CH2C2. The combined organic layers were dried (Na2SO4), filtered and evaporated. The residue was purified by chromatography (SiO2, CH2Cl2/ethyl acetate ...